Dataset: the Open Reaction Database (ORD), a public repository of structured organic reaction records. Task: describe an organic reaction: reactants, conditions, products, and yield The reactants are FC(C(=O)O)(F)F (Trifluoroacetic acid), C(C)(C)(C)OC(=O)CON=C(C(=O)NC1[C@@H]2N(C(=C(CS2)CSC2=NN=NN2CC=C)C(=O)O)C1=O)C=1N=C(SC1)N (7-[2-t-butoxycarbonylmethoxyimino-2-(2-aminothiazol-4-yl)acetamido]-3-(1-allyl-1H-tetrazol-5-yl)thiomethyl-3-cephem-4-carboxylic acid), resultant mixture. Run in C1(=CC=CC=C1)OC (anisole). The product is C(=O)(O)CON=C(C(=O)NC1[C@@H]2N(C(=C(CS2)CSC2=NN=NN2CC=C)C(=O)O)C1=O)C=1N=C(SC1)N (7-[2-carboxymethoxyimino-2-(2-aminothiazol-4-yl)acetamido]-3-(1-allyl-1H-tetrazol-5-yl)thiomethyl-3-cephem-4-carboxylic acid). Yield: 42.8%. As a reaction SMILES: FC(F)(F)C(O)=O.C([O:12][C:13]([CH2:15][O:16][N:17]=[C:18]([C:44]1[N:45]=[C:46]([NH2:49])[S:47][CH:48]=1)[C:19]([NH:21][CH:22]1[C:42](=[O:43])[N:24]2[C:25]([C:39]([OH:41])=[O:40])=[C:26]([CH2:29][S:30][C:31]3[N:35]([CH2:36][CH:37]=[CH2:38])[N:34]=[N:33][N:32]=3)[CH2:27][S:28][C@H:23]12)=[O:20])=[O:14])(C)(C)C>C1(OC)C=CC=CC=1>[C:13]([CH2:15][O:16][N:17]=[C:18]([C:44]1[N:45]=[C:46]([NH2:49])[S:47][CH:48]=1)[C:19]([NH:21][CH:22]1[C:42](=[O:43])[N:24]2[C:25]([C:39]([OH:41])=[O:40])=[C:26]([CH2:29][S:30][C:31]3[N:35]([CH2:36][CH:37]=[CH2:38])[N:34]=[N:33][N:32]=3)[CH2:27][S:28][C@H:23]12)=[O:20])([OH:14])=[O:12]. Procedure details: Trifluoroacetic acid (20 ml) was added under ice-cooling to a stirred suspension of 7-[2-t-butoxycarbonylmethoxyimino-2-(2-aminothiazol-4-yl)acetamido]-3-(1-allyl-1H-tetrazol-5-yl)thiomethyl-3-cephem-4-carboxylic acid (syn isomer)(2.05 g) in anisole (2 ml), and the resultant mixture was stirred for 2 hours at ambient temperature. The reaction mixture was concentrated under reduced pressure and diethyl ether was added thereto. Precipitates were collected by filtration, washed with diethyl ether, ...